The task is: describe an organic reaction: reactants, conditions, products, and yield. This data is from the Open Reaction Database (ORD), a public repository of structured organic reaction records. The reactants are CCOC(C)=O, OCc1ccc2cnccn12. Product: O=Cc1ccc2cnccn12. RXN SMILES: [CH3:12][CH2:13][O:14][C:15]([CH3:16])=[O:17].[cH:1]1[c:2]2[n:3]([cH:4][cH:5][n:6]1)[c:7]([CH2:10][OH:11])[cH:8][cH:9]2>>[cH:1]1[c:2]2[n:3]([cH:4][cH:5][n:6]1)[c:7]([CH:10]=[O:11])[cH:8][cH:9]2.